From a dataset of the Open Reaction Database (ORD), a public repository of structured organic reaction records. describe an organic reaction: reactants, conditions, products, and yield The reactants are FC1=CC=C(C#N)C=C1 (4-fluorobenzonitrile), O1CCCC1 (tetrahydrofuran), II (iodine), C(CBr)Br (ethylene dibromide), [Mg] (magnesium), O1CCCC1 (tetrahydrofuran), CN1CC(CCC1)CCl (1-methyl-3-chloromethylpiperidine), O1CCCC1 (tetrahydrofuran), O1CCCC1 (tetrahydrofuran), [Cl-].[NH4+] (ammonium chloride). Reaction conditions: time 3 hour. Yields the product CN1CC(CCC1)CC(=O)C1=CC=C(C=C1)F (1-methyl-3-(4-fluorophenacyl)-piperidine). RXN SMILES: [Mg].II.C(Br)CBr.[CH3:8][N:9]1[CH2:14][CH2:13][CH2:12][CH:11]([CH2:15]Cl)[CH2:10]1.[F:17][C:18]1[CH:25]=[CH:24][C:21]([C:22]#N)=[CH:20][CH:19]=1.[Cl-].[NH4+].[O:28]1CCCC1>>[CH3:8][N:9]1[CH2:14][CH2:13][CH2:12][CH:11]([CH2:15][C:22]([C:21]2[CH:24]=[CH:25][C:18]([F:17])=[CH:19][CH:20]=2)=[O:28])[CH2:10]1 |f:5.6|. Procedure: To a mixture of 5.0 g of magnesium turnings and 30 ml of tetrahydrofuran were added several crystals of iodine and 0.6 ml of ethylene dibromide. A vigorous reaction ensued. To the reaction mixture were added 20 ml. of tetrahydrofuran and a solution of 12.4 g of 1-methyl-3-chloromethylpiperidine in 30 ml of tetrahydrofuran and the reaction mixture was heated at reflux for 2.5 hours. A solution of 10.2 g of 4-fluorobenzonitrile in 13 ml of tetrahydrofuran was added to the reaction mixture and heat...